This data is from the Open Reaction Database (ORD), a public repository of structured organic reaction records. The task is: describe an organic reaction: reactants, conditions, products, and yield Starting materials: CC1([C@@H]([C@@H]1C=NOCC(C)C)C(=O)O)C ((1R,cis)-2,2-dimethyl-3-((isobutoxyimino)methyl)cyclopropanecarboxylic acid), O(C1=CC=CC=C1)C1=CC=CC(=N1)CO (6-phenoxy-2-pyridinemethanol), N,N-dicyclohexylcarbodiimide. Reagents/catalysts: CN(C1=CC=NC=C1)C (4-dimethylaminopyridine). Run in C(Cl)Cl (methylene chloride), CCCCCC (hexane). Reaction conditions: time 8 hour. The product is CC1(C(C1C=NOCC(C)C)C(=O)OCC1=NC(=CC=C1)OC1=CC=CC=C1)C ((6-PHENOXY-2-PYRIDINYL)METHYL 2,2-DIMETHYL-3-((ISOBUTOXYIMINO)METHYL)CYCLOPROPANECARBOXYLATE). The yield is 71.7%. Reaction SMILES: [CH3:1][C:2]1([CH3:15])[C@@H:4]([CH:5]=[N:6][O:7][CH2:8][CH:9]([CH3:11])[CH3:10])[C@H:3]1[C:12]([OH:14])=[O:13].[O:16]([C:23]1[N:28]=[C:27]([CH2:29]O)[CH:26]=[CH:25][CH:24]=1)[C:17]1[CH:22]=[CH:21][CH:20]=[CH:19][CH:18]=1>CN(C)C1C=CN=CC=1.C(Cl)Cl.CCCCCC>[CH3:15][C:2]1([CH3:1])[CH:4]([CH:5]=[N:6][O:7][CH2:8][CH:9]([CH3:11])[CH3:10])[CH:3]1[C:12]([O:14][CH2:29][C:27]1[CH:26]=[CH:25][CH:24]=[C:23]([O:16][C:17]2[CH:22]=[CH:21][CH:20]=[CH:19][CH:18]=2)[N:28]=1)=[O:13]. Reported procedure: To a stirred solution of 0.75 g of (1R,cis)-2,2-dimethyl-3-((isobutoxyimino)methyl)cyclopropanecarboxylic acid, 0.71 g of 6-phenoxy-2-pyridinemethanol and a catalytic amount of 4-dimethylaminopyridine in 40 ml of methylene chloride under argon was added as one portion 1.19 g of N,N-dicyclohexylcarbodiimide. The reaction mixture was stirred at ambient temperature overnight, then diluted with an equal volume of hexane, filtered and stripped. The resulting oil was dissolved in hexane, filtered, was... Starting materials: Cc1ccnc(C)c1C(=O)O, CN(C)C=O, CC(Cl)c1nc2c(c(=O)n(C)c(=O)n2C)n1C, [Na]. The product is Cc1ccnc(C)c1C(=O)OC(C)c1nc2c(c(=O)n(C)c(=O)n2C)n1C. RXN SMILES: [CH3:19][c:20]1[c:21]([C:22](=[O:23])[OH:24])[c:25]([CH3:29])[cH:26][cH:27][n:28]1.[CH3:30][N:31]([CH3:32])[CH:33]=[O:34].[Cl:1][CH:2]([CH3:3])[c:4]1[n:5][c:6]2[n:7]([CH3:17])[c:8](=[O:16])[n:9]([CH3:10])[c:11](=[O:15])[c:12]2[n:13]1[CH3:14].[Na:18]>>[CH:2]([CH3:3])([c:4]1[n:5][c:6]2[n:7]([CH3:17])[c:8](=[O:16])[n:9]([CH3:10])[c:11](=[O:15])[c:12]2[n:13]1[CH3:14])[O:24][C:22]([c:21]1[c:20]([CH3:19])[n:28][cH:27][cH:26][c:25]1[CH3:29])=[O:23]. Starting materials: O (water), C(C1=CC=CC=C1)OC1=CC=C(C=C1)N1C(NC=2C1=NC=C(C2)C)=O (3-[4-(benzyloxy)phenyl]-6-methyl-1,3-dihydro-2H-imidazo[4,5-b]pyridin-2-one), ICC (iodoethane), C([O-])([O-])=O.[Cs+].[Cs+] (cesium carbonate). Solvent: CN(C)C=O (DMF). Reaction conditions: temperature 50 celsius, time 4 hour. Yields the product C(C1=CC=CC=C1)OC1=CC=C(C=C1)N1C(N(C=2C1=NC=C(C2)C)CC)=O (3-[4-(benzyloxy)phenyl]-1-ethyl-6-methyl-1,3-dihydro-2H-imidazo[4,5-b]pyridin-2-one). As a reaction SMILES: [CH2:1]([O:8][C:9]1[CH:14]=[CH:13][C:12]([N:15]2[C:19]3=[N:20][CH:21]=[C:22]([CH3:24])[CH:23]=[C:18]3[NH:17][C:16]2=[O:25])=[CH:11][CH:10]=1)[C:2]1[CH:7]=[CH:6][CH:5]=[CH:4][CH:3]=1.I[CH2:27][CH3:28].C(=O)([O-])[O-].[Cs+].[Cs+].O>CN(C=O)C>[CH2:1]([O:8][C:9]1[CH:14]=[CH:13][C:12]([N:15]2[C:19]3=[N:20][CH:21]=[C:22]([CH3:24])[CH:23]=[C:18]3[N:17]([CH2:27][CH3:28])[C:16]2=[O:25])=[CH:11][CH:10]=1)[C:2]1[CH:7]=[CH:6][CH:5]=[CH:4][CH:3]=1 |f:2.3.4|. Procedure details: A mixture of 3-[4-(benzyloxy)phenyl]-6-methyl-1,3-dihydro-2H-imidazo[4,5-b]pyridin-2-one (0.64 g), iodoethane (0.20 mL) and cesium carbonate (1.26 g) in DMF (5 mL) was stirred at 50° C. for 4 h. After, stirring at room temperature over weekend, the mixture was poured into water, and the mixture was extracted with AcOEt. The organic layer was washed with brine, dried over Na2SO4, filtered and concentrated in vacuo to give 3-[4-(benzyloxy)phenyl]-1-ethyl-6-methyl-1,3-dihydro-2H-imidazo[4,5-b]pyrid... Reactants: C1=CCCCC1 (Cyclohexene), TiO2, C1=CCCCC1 (cyclohexene), O (water). The reagents and catalysts are [Hg] (mercury). Yields the product C1(C=CCCC1)=O (2-cyclohexene-1-one), C12C(CCCC1)O2 (cyclohexene oxide). RXN SMILES: [CH:1]1[CH2:6][CH2:5][CH2:4][CH2:3][CH:2]=1.[OH2:7]>[Hg]>[C:1]1(=[O:7])[CH2:6][CH2:5][CH2:4][CH:3]=[CH:2]1.[CH:1]12[O:7][CH:2]1[CH2:3][CH2:4][CH2:5][CH2:6]2. Reported procedure: Cyclohexene oxidation was carried out in aqueous solvent media. A stirred suspension of 10 ml water, 100 mg of TiO2 semiconductor powder, and 0.2 ml cyclohexene was illuminated with a 500 watt mercury lamp for about 3 hours. This procedure resulted primarily in the formation of 2-cyclohexene-1-one (28 μmol) with a minor amount of cyclohexene oxide (0.3 μmol). The reactants are ClC=1C=CC(=NC1)NC(C1=C(C(=CC(=C1)Cl)N1CCN(CC1)C(=O)OC(C)(C)C)[N+](=O)[O-])=O (N-(5-chloropyridin-2-yl)-2-nitro-3-(4-(tert-butoxycarbonyl)piperazin-1-yl)-5-chlorobenzamide), O.O.[Sn](Cl)Cl (tin(II) chloride dihydrate). Solvent: N1=CC=CC=C1 (pyridine). Yields the product ClC=1C=CC(=NC1)NC(C1=C(C(=CC(=C1)Cl)N1CCN(CC1)C(=O)OC(C)(C)C)N)=O (N-(5-chloropyridin-2-yl)-2-amino-3-(4-(tert-butoxycarbonyl)piperazin-1-yl)-5-chlorobenzamide). The yield is 58.6%. RXN SMILES: [Cl:1][C:2]1[CH:3]=[CH:4][C:5]([NH:8][C:9](=[O:33])[C:10]2[CH:15]=[C:14]([Cl:16])[CH:13]=[C:12]([N:17]3[CH2:22][CH2:21][N:20]([C:23]([O:25][C:26]([CH3:29])([CH3:28])[CH3:27])=[O:24])[CH2:19][CH2:18]3)[C:11]=2[N+:30]([O-])=O)=[N:6][CH:7]=1.O.O.[Sn](Cl)Cl>N1C=CC=CC=1>[Cl:1][C:2]1[CH:3]=[CH:4][C:5]([NH:8][C:9](=[O:33])[C:10]2[CH:15]=[C:14]([Cl:16])[CH:13]=[C:12]([N:17]3[CH2:18][CH2:19][N:20]([C:23]([O:25][C:26]([CH3:27])([CH3:29])[CH3:28])=[O:24])[CH2:21][CH2:22]3)[C:11]=2[NH2:30])=[N:6][CH:7]=1 |f:1.2.3|. Procedure: In a manner similar to that described in Paragraph A above, N-(5-chloropyridin-2-yl)-2-nitro-3-(4-(tert-butoxycarbonyl)piperazin-1-yl)-5-chlorobenzamide (13 g, 26 mmol) was reacted with tin(II) chloride dihydrate (29 g, 130 mmol) in pyridine (100 mL) to afford 7.1 g (60% yield) of N-(5-chloropyridin-2-yl)-2-amino-3-(4-(tert-butoxycarbonyl)piperazin-1-yl)-5-chlorobenzamide, as a yellow solid; NMR (DMSO-d6) 10.8 (s, 1), 8.4 (d, 1), 8.1 (d, 1), 7.9 (dd, 1), 7.6 (d, 1), 7.1 (d, 1), 6.2 (d, 2), 3.3 (... Reactants: CC1(C)C=C(c2cccnc2)c2cc(C#N)ccc2O1, CCOC(C)=O. Yields the product CC1(C)CC(c2cccnc2)c2cc(C#N)ccc2O1. Reaction SMILES: [CH3:1][C:2]1([CH3:20])[O:3][c:4]2[c:5]([cH:14][c:15]([C:18]#[N:19])[cH:16][cH:17]2)[C:6]([c:8]2[cH:9][n:10][cH:11][cH:12][cH:13]2)=[CH:7]1.[CH3:21][CH2:22][O:23][C:24](=[O:25])[CH3:26]>>[CH3:1][C:2]1([CH3:20])[O:3][c:4]2[c:5]([cH:14][c:15]([C:18]#[N:19])[cH:16][cH:17]2)[CH:6]([c:8]2[cH:9][n:10][cH:11][cH:12][cH:13]2)[CH2:7]1.